This data is from the Open Reaction Database (ORD), a public repository of structured organic reaction records. The task is: describe an organic reaction: reactants, conditions, products, and yield The reactants are CN1CCC2(CC1)COC1=CC=3CCCN(C3C=C12)C(=O)C1=CC=C(C=C1)C1=C(C=C(C=C1)C(=O)OC)C (2,3,5,6,7,8-hexahydro-1'-methyl-5-(4'-methoxycarbonyl-2'-methylbiphenyl-4-carbonyl)spiro[furo[2,3-g]quinoline-3,4'-piperidine]), O.NN (hydrazine monohydrate), Example 25. The product is CN1CCC2(CC1)COC1=CC=3CCCN(C3C=C12)C(=O)C1=CC=C(C=C1)C1=C(C=C(C=C1)C(=O)NN)C (2,3,5,6,7,8-Hexahydro-1'-methyl-5-(4'-hydrazinocarbonyl-2'-methylbiphenyl-4-carbonyl)spiro[furo[2,3-g]quinoline-3,4'-piperidine]). Reaction SMILES: [CH3:1][N:2]1[CH2:7][CH2:6][C:5]2([C:19]3[C:10](=[CH:11][C:12]4[CH2:13][CH2:14][CH2:15][N:16]([C:20]([C:22]5[CH:27]=[CH:26][C:25]([C:28]6[CH:33]=[CH:32][C:31]([C:34]([O:36]C)=O)=[CH:30][C:29]=6[CH3:38])=[CH:24][CH:23]=5)=[O:21])[C:17]=4[CH:18]=3)[O:9][CH2:8]2)[CH2:4][CH2:3]1.O.[NH2:40][NH2:41]>>[CH3:1][N:2]1[CH2:7][CH2:6][C:5]2([C:19]3[C:10](=[CH:11][C:12]4[CH2:13][CH2:14][CH2:15][N:16]([C:20]([C:22]5[CH:23]=[CH:24][C:25]([C:28]6[CH:33]=[CH:32][C:31]([C:34]([NH:40][NH2:41])=[O:36])=[CH:30][C:29]=6[CH3:38])=[CH:26][CH:27]=5)=[O:21])[C:17]=4[CH:18]=3)[O:9][CH2:8]2)[CH2:4][CH2:3]1 |f:1.2|. Procedure details: The title compound was prepared from 2,3,5,6,7,8-hexahydro-1'-methyl-5-(4'-methoxycarbonyl-2'-methylbiphenyl-4-carbonyl)spiro[furo[2,3-g]quinoline-3,4'-piperidine] (E48) and hydrazine monohydrate, using a procedure similar to that of Example 25 (90%). The reactants are CSC=1SC2=C(N1)C=CC(=C2)O (2-methylsulfanyl-benzothiazol-6-ol), CsCO3, O (water), CNC(=O)C1=NC=CC(=C1)Cl (4-chloro-pyridine-2-carboxylic acid methylamide). The solvent is CN(C)C=O (DMF). Conditions: temperature 70 celsius. Yields the product CNC(=O)C1=NC=CC(=C1)OC1=CC2=C(N=C(S2)SC)C=C1 (4-(2-methylsulfanyl-benzothiazol-6-yloxy)-pyridine-2-carboxylic acid methylamide). Isolated yield 61.4%. RXN SMILES: [CH3:1][S:2][C:3]1[S:4][C:5]2[CH:11]=[C:10]([OH:12])[CH:9]=[CH:8][C:6]=2[N:7]=1.[CH3:13][NH:14][C:15]([C:17]1[CH:22]=[C:21](Cl)[CH:20]=[CH:19][N:18]=1)=[O:16].O>CN(C=O)C>[CH3:13][NH:14][C:15]([C:17]1[CH:22]=[C:21]([O:12][C:10]2[CH:9]=[CH:8][C:6]3[N:7]=[C:3]([S:2][CH3:1])[S:4][C:5]=3[CH:11]=2)[CH:20]=[CH:19][N:18]=1)=[O:16]. Reported procedure: To the solution of 2-methylsulfanyl-benzothiazol-6-ol (3.76 g, 19.08 mmol, 1.0 eq) in DMF (25 mL), was added CsCO3 (15.54 g, 47.70 mmol, 2.5 eq) at room temperature. After stirring for a while, 4-chloro-pyridine-2-carboxylic acid methylamide (4.86 g, 28.62 mmol, 1.5 eq) was added to the mixture and the mixture was stirred at 70° C. under reflux condenser overnight. After cooling the reaction mixture in ice bath, water (100 mL) was added and the aqueous layer was extracted with ethyl acetate (3×1...